Dataset: the Open Reaction Database (ORD), a public repository of structured organic reaction records. Task: describe an organic reaction: reactants, conditions, products, and yield Starting materials: C=CCOC(=O)C(CCC(=O)OCc1ccc(OC)cc1)OC(C)=O, COc1ccccc1, O=C(O)C(F)(F)F. Yields the product C=CCOC(=O)C(CCC(=O)O)OC(C)=O. As a reaction SMILES: [C:1]([CH3:2])(=[O:3])[O:4][CH:5]([C:6](=[O:7])[O:8][CH2:9][CH:10]=[CH2:11])[CH2:12][CH2:13][C:14](=[O:15])[O:16][CH2:17][c:18]1[cH:19][cH:20][c:21]([O:22][CH3:23])[cH:24][cH:25]1.[CH3:26][O:27][c:28]1[cH:29][cH:30][cH:31][cH:32][cH:33]1.[OH:34][C:35]([C:36]([F:37])([F:38])[F:39])=[O:40]>>[C:1]([CH3:2])(=[O:3])[O:4][CH:5]([C:6](=[O:7])[O:8][CH2:9][CH:10]=[CH2:11])[CH2:12][CH2:13][C:14](=[O:15])[OH:16]. Starting materials: 1C, O1COC2=C1C=CC(=C2)O (1,3-benzodioxol-5-ol), ClC=1C=C(C=CC1Cl)O (3,4-dichlorophenol), BrC1=C2C(C(N(C2=CC=C1)CCCCC)=O)=O (4-bromo-1-pentyl-1H-indole-2,3-dione), C(CCCC)N1C(C(C2=CC=CC=C12)=O)=O (1-pentyl-1H-indole-2,3-dione). The product is ClC1=CC(=C(C=C1Cl)C1(C(N(C2=CC=CC=C12)CCCCC)=O)O)O (3-(4,5-dichloro-2-hydroxyphenyl)-3-hydroxy-1-pentyl-1,3-dihydro-2H-indol-2-one). Reaction SMILES: Br[C:2]1[CH:10]=[CH:9][CH:8]=[C:7]2[C:3]=1[C:4](=[O:17])[C:5](=[O:16])[N:6]2[CH2:11][CH2:12][CH2:13][CH2:14][CH3:15].C(N1C2C(=CC=CC=2)C(=O)C1=O)CCCC.O1C2C=CC(O)=CC=2OC1.[Cl:44][C:45]1[CH:46]=[C:47]([OH:52])[CH:48]=[CH:49][C:50]=1[Cl:51]>>[Cl:44][C:45]1[C:50]([Cl:51])=[CH:49][C:48]([C:4]2([OH:17])[C:3]3[C:7](=[CH:8][CH:9]=[CH:10][CH:2]=3)[N:6]([CH2:11][CH2:12][CH2:13][CH2:14][CH3:15])[C:5]2=[O:16])=[C:47]([OH:52])[CH:46]=1. Procedure details: Following the procedure as described in PREPARATION 1C, and making non-critical variations to replace 4-bromo-1-pentyl-1H-indole-2,3-dione with 1-pentyl-1H-indole-2,3-dione, and 1,3-benzodioxol-5-ol with 3,4-dichlorophenol, the title compound was obtained (26%): 1H NMR (300 MHz, CDCl3) δ 9.60 (s, 1H), 7.50-7.40 (m, 2H), 7.22 (td, 1H), 7.11 (s, 1H), 6.95 (d, 1H), 6.86 (s, 1H), 4.31-4.12 (br, 1H), 3.79-3.59 (m, 2H), 1.76-1.62 (m, 2H), 1.40-1.27 (m, 4H), 0.88 (t, 3H); MS (ES+) m/z 363 (M−17), 403 (... Reactants: CC(=O)OC(C)=O, CN(C)c1ccncc1, COc1ccc2c(c1)CCN2, ClCCl. Product: COc1ccc2c(c1)CCN2C(C)=O. Reaction SMILES: [CH3:12][C:13](=[O:14])[O:15][C:16](=[O:17])[CH3:18].[CH3:19][N:20]([CH3:21])[c:22]1[cH:23][cH:24][n:25][cH:26][cH:27]1.[CH3:1][O:2][c:3]1[cH:4][c:5]2[c:9]([cH:10][cH:11]1)[NH:8][CH2:7][CH2:6]2.[Cl:28][CH2:29][Cl:30]>>[CH3:1][O:2][c:3]1[cH:4][c:5]2[c:9]([cH:10][cH:11]1)[N:8]([C:13]([CH3:12])=[O:14])[CH2:7][CH2:6]2. The reactants are N1=CC=CC2=CC(=C(C=C12)C(=O)OC)C(=O)OC (dimethyl 6,7-quinolinedicarboxylate), CO (methanol), [OH-].[Na+] (sodium hydroxide), S(O)(O)(=O)=O (sulfuric acid). Solvent: CC(=O)C (acetone), C(C)(=O)OC(C)=O (acetic anhydride). Reaction conditions: time 8 hour. Product: N1=CC=CC2=CC3=C(C=C12)C(=O)OC3=O (6,7-Quinolinedicarboxylic anhydride). Yield: 49.4%. Reaction SMILES: [N:1]1[C:10]2[C:5](=[CH:6][C:7]([C:15]([O:17]C)=[O:16])=[C:8]([C:11]([O:13]C)=O)[CH:9]=2)[CH:4]=[CH:3][CH:2]=1.CO.[OH-].[Na+].S(=O)(=O)(O)O>CC(C)=O.C(OC(=O)C)(=O)C>[N:1]1[C:10]2[C:5](=[CH:6][C:7]3[C:15](=[O:16])[O:17][C:11](=[O:13])[C:8]=3[CH:9]=2)[CH:4]=[CH:3][CH:2]=1 |f:2.3|. Procedure: A mixture of dimethyl 6,7-quinolinedicarboxylate (3.00 g, 12.2 mmol), methanol and 10% aqueous sodium hydroxide (25 mL, 62.5 mmol) is stirred overnight at room temperature, cooled, acidified to pH 4-5 with concentrated sulfuric acid, diluted with acetone and filtered. The filtrate is concentrated in vacuo to give a tan solid, which is suspended in acetic anhydride (100 mL), stirred overnight at 56° C. and cooled. The solvent is removed in vacuo to afford the title product as a tan solid (1.20 g,... Reactants: N#CCS(=O)(=O)Cc1cccc(C(F)(F)F)c1, O=Cc1ccc([N+](=O)[O-])s1. The product is N#CC(=Cc1ccc([N+](=O)[O-])s1)S(=O)(=O)Cc1cccc(C(F)(F)F)c1. As a reaction SMILES: [F:11][C:12]([c:13]1[cH:14][c:15]([CH2:16][S:17](=[O:18])(=[O:19])[CH2:20][C:21]#[N:22])[cH:23][cH:24][cH:25]1)([F:26])[F:27].[N+:1](=[O:2])([O-:3])[c:4]1[s:5][c:6]([CH:9]=[O:10])[cH:7][cH:8]1>>[N+:1](=[O:2])([O-:3])[c:4]1[s:5][c:6]([CH:9]=[C:20]([S:17]([CH2:16][c:15]2[cH:14][c:13]([C:12]([F:11])([F:26])[F:27])[cH:25][cH:24][cH:23]2)(=[O:18])=[O:19])[C:21]#[N:22])[cH:7][cH:8]1.